Task: describe an organic reaction: reactants, conditions, products, and yield. Dataset: the Open Reaction Database (ORD), a public repository of structured organic reaction records Starting materials: CS(=O)(=O)OC(C)C=1C=CC2=C(C=3N(CCO2)C=C(N3)C3=NC=NN3C(C)C)C1 (1-(2-(1-isopropyl-1H-1,2,4-triazol-5-yl)-5,6-dihydrobenzo[f]imidazo[1,2-d][1,4]oxazepin-10-yl)ethyl methanesulfonate), N1(CCCC1)C1CCNCC1 (4-(pyrrolidin-1-yl)piperidine). Run in O1CCOCC1 (1,4-dioxane). Run at temperature 90 celsius, time 16 hour. Product: C(C)(C)N1N=CN=C1C=1N=C2N(CCOC3=C2C=C(C=C3)C(C)N3CCC(CC3)N3CCCC3)C1 (2-(1-isopropyl-1H-1,2,4-triazol-5-yl)-10-(1-(4-(pyrrolidin-1-yl)piperidin-1-yl)ethyl)-5,6-dihydrobenzo[f]imidazo[1,2-d][1,4]oxazepine). RXN SMILES: CS(O[CH:6]([C:8]1[CH:9]=[CH:10][C:11]2[O:17][CH2:16][CH2:15][N:14]3[CH:18]=[C:19]([C:21]4[N:25]([CH:26]([CH3:28])[CH3:27])[N:24]=[CH:23][N:22]=4)[N:20]=[C:13]3[C:12]=2[CH:29]=1)[CH3:7])(=O)=O.[N:30]1([CH:35]2[CH2:40][CH2:39][NH:38][CH2:37][CH2:36]2)[CH2:34][CH2:33][CH2:32][CH2:31]1>O1CCOCC1>[CH:26]([N:25]1[C:21]([C:19]2[N:20]=[C:13]3[C:12]4[CH:29]=[C:8]([CH:6]([N:38]5[CH2:39][CH2:40][CH:35]([N:30]6[CH2:34][CH2:33][CH2:32][CH2:31]6)[CH2:36][CH2:37]5)[CH3:7])[CH:9]=[CH:10][C:11]=4[O:17][CH2:16][CH2:15][N:14]3[CH:18]=2)=[N:22][CH:23]=[N:24]1)([CH3:27])[CH3:28]. Reported procedure: A mixture of 1-(2-(1-isopropyl-1H-1,2,4-triazol-5-yl)-5,6-dihydrobenzo[f]imidazo[1,2-d][1,4]oxazepin-10-yl)ethyl methanesulfonate from Example 146 (246 mg, 0.590 mmol) and 4-(pyrrolidin-1-yl)piperidine (435 mg, 2.82 mmol) in 1,4-dioxane (4 mL) was stirred at 90° C. for 16 h under nitrogen atmosphere. After concentration, the residue was purified by reverse phase Combiflash eluting with a 0-50% gradient of CH3CN in 0.3% NH4HCO3 to give 157. The enantiomers were separated by chiral HPLC (OD column... The reactants are NC1=C(C(=NS1)C1=CC=C(C=C1)[N+](=O)[O-])C#N (5-amino-3-(4-nitrophenyl)isothiazole-4-carbonitrile), C(C)(C)N(C(C)C)CC (N,N-diisopropylethylamine), ClC(=O)OC1=CC=CC=C1 (phenyl chloroformate). The reagents and catalysts are CN(C)C=1C=CN=CC1 (DMAP). The solvent is ClCCCl (1,2-dichloroethane). Reaction conditions: time 22 hour. The product is C(#N)C=1C(=NSC1NC(OC1=CC=CC=C1)=O)C1=CC=C(C=C1)[N+](=O)[O-] (Phenyl [4-cyano-3-(4-nitrophenyl)isothiazol-5-yl]carbamate), solid. Yield: 22.0%. As a reaction SMILES: [NH2:1][C:2]1[S:6][N:5]=[C:4]([C:7]2[CH:12]=[CH:11][C:10]([N+:13]([O-:15])=[O:14])=[CH:9][CH:8]=2)[C:3]=1[C:16]#[N:17].C(N(CC)C(C)C)(C)C.Cl[C:28]([O:30][C:31]1[CH:36]=[CH:35][CH:34]=[CH:33][CH:32]=1)=[O:29]>CN(C1C=CN=CC=1)C.ClCCCl>[C:16]([C:3]1[C:4]([C:7]2[CH:8]=[CH:9][C:10]([N+:13]([O-:15])=[O:14])=[CH:11][CH:12]=2)=[N:5][S:6][C:2]=1[NH:1][C:28](=[O:29])[O:30][C:31]1[CH:36]=[CH:35][CH:34]=[CH:33][CH:32]=1)#[N:17]. Reported procedure: To a mixture of 5-amino-3-(4-nitrophenyl)isothiazole-4-carbonitrile (394 mg, 1.60 mmol), N,N-diisopropylethylamine (0.836 mL, 4.8 mmol), and catalytic DMAP in 20 mL 1,2-dichloroethane at rt was added phenyl chloroformate (0.301 mL, 2.40 mmol) drop wise over 1 minute. The reaction mixture was stirred at rt for 22 hours, then added directly to a dry packed silica gel column eluting with CHCl3, then gradient 10% to 50% EtOAc in CHCl3. The title compound was obtained as a beige solid (131 mg, 22%) a... Reactants: FC(COC1=NC=2N(C=C1)N=C(N2)S(=O)(=O)NC2=C(C=CC=C2Cl)Cl)(F)F (5-(2,2,2-trifluoroethoxy)-N-(2,6-dichlorophenyl)-1,2,4-triazolo[1,5-a]pyrimidine-2-sulfonamide), CNC (dimethylamine), Cl (HCl). Run in O (water). Run at time 48 hour. Product: CN(C1=NC=2N(C=C1)N=C(N2)S(=O)(=O)NC2=C(C=CC=C2Cl)Cl)C (5-dimethylamino-N-(2,6-dichlorophenyl)-1,2,4-triazolo[1,5-a]pyrimidine-2-sulfonamide). The yield is 76.0%. Reaction SMILES: FC(F)(F)CO[C:5]1[CH:10]=[CH:9][N:8]2[N:11]=[C:12]([S:14]([NH:17][C:18]3[C:23]([Cl:24])=[CH:22][CH:21]=[CH:20][C:19]=3[Cl:25])(=[O:16])=[O:15])[N:13]=[C:7]2[N:6]=1.[CH3:28][NH:29][CH3:30].Cl>O>[CH3:28][N:29]([CH3:30])[C:5]1[CH:10]=[CH:9][N:8]2[N:11]=[C:12]([S:14]([NH:17][C:18]3[C:23]([Cl:24])=[CH:22][CH:21]=[CH:20][C:19]=3[Cl:25])(=[O:16])=[O:15])[N:13]=[C:7]2[N:6]=1. Procedure: The starting 5-(2,2,2-trifluoroethoxy)-N-(2,6-dichlorophenyl)-1,2,4-triazolo[1,5-a]pyrimidine-2-sulfonamide (1.5 g, 3.4 mmol) was dissolved in 5 ml (44 mmol) of 50% aqueous dimethylamine. After stirring for 48 hours at room temperature the solution was diluted with water and acidified with 6N aqueous HCl. The solid which separated was collected by filtration and treated with 0.5N aqueous NaOH and filtered to remove insoluble material. The filtrate was acidified to precipitate a solid. The solid ... Starting materials: C(C)(=O)O (acetic acid), S(O)(O)(=O)=O (sulfuric acid), COCC(=O)NC1=C(C(=C(C(=C1C(NC)=O)OC)NC(COC)=O)C(NC)=O)OC (2,5-Bis(methoxyacetamido)-3,6-bis(methylcarbamyl)-1,4-dimethoxybenzene), [K+].[Br-] (KBr). Run in C(C)(=O)OCC.CO (ethyl acetate methanol). Run at temperature 100 celsius. Product: COCC=1N(C(C=2C(=C(C=3C(N(C(=NC3C2OC)COC)C)=O)OC)N1)=O)C (2,7-Bis (methoxymethyl)-5,10-dimethoxy-3,8 dimethylpyrimido[4,5-g]quinazoline-4,9(3H,8H)-dione). Reaction SMILES: C(O)(=O)C.S(=O)(=O)(O)O.[CH3:10][O:11][CH2:12][C:13]([NH:15][C:16]1[C:21]([C:22](=[O:25])[NH:23][CH3:24])=[C:20]([O:26][CH3:27])[C:19]([NH:28][C:29](=O)[CH2:30][O:31][CH3:32])=[C:18]([C:34](=[O:37])[NH:35][CH3:36])[C:17]=1[O:38][CH3:39])=O.[K+].[Br-]>C(OCC)(=O)C.CO>[CH3:32][O:31][CH2:30][C:29]1[N:35]([CH3:36])[C:34](=[O:37])[C:18]2[C:19]([N:28]=1)=[C:20]([O:26][CH3:27])[C:21]1[C:22](=[O:25])[N:23]([CH3:24])[C:13]([CH2:12][O:11][CH3:10])=[N:15][C:16]=1[C:17]=2[O:38][CH3:39] |f:3.4,5.6|. Reported procedure: To 100 mL acetic acid and 4 mL concentrated sulfuric acid, was added 1.80 g (4.22 mmol) of 11 and the mixture was heated at 100° C. for 5 hours. After evaporating the solvents down to ca 5 mL, the oily residue was poured over 100 mL of ice water, neutralized with sodium carbonate, and the resulting solution extracted with 3×100 mL portions of chloroform. The combined extracts were evaporated to a small volume, placed on a silica column, and purified by flash chromatography employing ethyl acetat...